This data is from the Open Reaction Database (ORD), a public repository of structured organic reaction records. The task is: describe an organic reaction: reactants, conditions, products, and yield Starting materials: C(C1=CC=CC=C1)OC=1C=C(C=CC1)C(CC1=CC=CC=C1)=O (1-(3-benzyloxyphenyl)-2-phenylethanone), C(C)(C)NC(C)C.[Li] (lithium diisopropylamine), O (Water), BrBr (bromine), BrBr (bromine). Reaction conditions: temperature -70 celsius, time 5 minute. Procedure: A stirred solution of 1-(3-benzyloxyphenyl)-2-phenylethanone in tetrahydrofuran (30 mL) is treated with a solution of lithium diisopropylamine in tetrahydrofuran (5.5 mL, 2 M) at −35° C. under nitrogen. The resulting clear yellow solution is cooled to −70° C. and treated with a solution of bromine (1.6 g) in dichloromethane (5 mL). Stirring is continued at −70° C. and treated with a solution of bromine (1.6 g) in dichloromethane (5 mL). Stirring is continued at −70° C. for 5 minutes. Water (30 m... The solvent is O1CCCC1 (tetrahydrofuran), O1CCCC1 (tetrahydrofuran), ClCCl (dichloromethane), ClCCl (dichloromethane). RXN SMILES: [CH2:1]([O:8][C:9]1[CH:10]=[C:11]([C:15](=[O:23])[CH2:16][C:17]2[CH:22]=[CH:21][CH:20]=[CH:19][CH:18]=2)[CH:12]=[CH:13][CH:14]=1)[C:2]1[CH:7]=[CH:6][CH:5]=[CH:4][CH:3]=1.C(NC(C)C)(C)C.[Li].[Br:32]Br.O>O1CCCC1.ClCCl>[CH2:1]([O:8][C:9]1[CH:10]=[C:11]([C:15](=[O:23])[CH:16]([Br:32])[C:17]2[CH:18]=[CH:19][CH:20]=[CH:21][CH:22]=2)[CH:12]=[CH:13][CH:14]=1)[C:2]1[CH:7]=[CH:6][CH:5]=[CH:4][CH:3]=1 |f:1.2,^1:30|. Yields the product C(C1=CC=CC=C1)OC=1C=C(C=CC1)C(C(C1=CC=CC=C1)Br)=O ((RS)-1-(3-benzyloxyphenyl)-2-bromo-2-phenylethanone). The product is C(#N)C1=CN(C=C1C1=CC=CC=C1)C=1C=C(C(=O)O)C(=CN1)O (2-(3-Cyano-4-phenylpyrrole-1-yl)-5-hydroxyisonicotinic acid). The yield is 65.5%. The solvent is O (water). As a reaction SMILES: C([O:3][C:4](=[O:25])[C:5]1[C:10]([OH:11])=[CH:9][N:8]=[C:7]([N:12]2[CH:16]=[C:15]([C:17]3[CH:22]=[CH:21][CH:20]=[CH:19][CH:18]=3)[C:14]([C:23]#[N:24])=[CH:13]2)[CH:6]=1)C.O1CCCC1.C(O)C.[OH-].[Li+]>O>[C:23]([C:14]1[C:15]([C:17]2[CH:18]=[CH:19][CH:20]=[CH:21][CH:22]=2)=[CH:16][N:12]([C:7]2[CH:6]=[C:5]([C:10]([OH:11])=[CH:9][N:8]=2)[C:4]([OH:25])=[O:3])[CH:13]=1)#[N:24] |f:3.4|. Reported procedure: To a solution of 2-(3-cyano-4-phenylpyrrole-1-yl)-5-hydroxyisonicotinic acid ethyl ester (0.050 g) in a mixed solvent of tetrahydrofuran (3.6 mL) and ethanol (1.2 mL) was added 1 mol/L aqueous lithium hydroxide solution (1.2 mL) at room temperature, and this mixture was stirred at same temperature for 5 hours. This mixture was poured into water, this mixture was washed with diethyl ether. To this aqueous layer was added 1 mol/L hydrochloric acid (1.2 mL), and the precipitated solid was collected... The reactants are C(C)OC(C1=CC(=NC=C1O)N1C=C(C(=C1)C1=CC=CC=C1)C#N)=O (2-(3-cyano-4-phenylpyrrole-1-yl)-5-hydroxyisonicotinic acid ethyl ester), O1CCCC1 (tetrahydrofuran), C(C)O (ethanol), [OH-].[Li+] (lithium hydroxide). Run at time 5 hour. Reactants: NCc1ccc(Br)cc1, CS(C)=O, CC(C(=O)O)c1cccc2cnccc12, O=C(O)Cc1cccc2cnccc12. The product is CC(C(=O)NCc1ccc(Br)cc1)c1cccc2cnccc12. RXN SMILES: [Br:1][c:2]1[cH:3][cH:4][c:5]([CH2:6][NH2:7])[cH:8][cH:9]1.[CH3:39][S:40]([CH3:41])=[O:42].[cH:10]1[n:11][cH:12][cH:13][c:14]2[c:15]([CH:20]([C:21](=[O:22])[OH:23])[CH3:24])[cH:16][cH:17][cH:18][c:19]12.[cH:25]1[c:26]2[c:27]([c:28]([CH2:29][C:30]([OH:31])=[O:32])[cH:33][cH:34][cH:35]2)[cH:36][cH:37][n:38]1>>[Br:1][c:2]1[cH:3][cH:4][c:5]([CH2:6][NH:7][C:21]([CH:20]([c:15]2[c:14]3[cH:13][cH:12][n:11][cH:10][c:19]3[cH:18][cH:17][cH:16]2)[CH3:24])=[O:22])[cH:8][cH:9]1. The reactants are N1C=CC=2C1=NC=CC2 (1H-pyrrolo[2,3-b]pyridine), C=O (formaldehyde), COC1=C(C=CC=C1)N1CCNCC1 (1-(2-methoxyphenyl)piperazine), C(C)(=O)[O-].[Na+] (sodium acetate). Yields the product COC1=C(C=CC=C1)N1CCN(CC1)CC1=CC=2C(=NC=CC2)N1 (2-{[4-(2-methoxyphenyl)-1-piperazinyl]methyl}-1H-pyrrolo[2,3-b]pyridine). As a reaction SMILES: [NH:1]1[C:5]2=[N:6][CH:7]=[CH:8][CH:9]=[C:4]2[CH:3]=[CH:2]1.[CH3:10][O:11][C:12]1[CH:17]=[CH:16][CH:15]=[CH:14][C:13]=1[N:18]1[CH2:23][CH2:22][NH:21][CH2:20][CH2:19]1.[C:24]([O-])(=O)C.[Na+].C=O>>[CH3:10][O:11][C:12]1[CH:17]=[CH:16][CH:15]=[CH:14][C:13]=1[N:18]1[CH2:23][CH2:22][N:21]([CH2:24][C:2]2[NH:1][C:5]3=[N:6][CH:7]=[CH:8][CH:9]=[C:4]3[CH:3]=2)[CH2:20][CH2:19]1 |f:2.3|. Procedure: 1H-pyrrolo[2,3-b]pyridine (47 mg, 0.40 mmol), 1-(2-methoxyphenyl)piperazine (65 mg, 0.48 mmol), sodium acetate (72 mg, 0.53 mmol), and formaldehyde (0.48 mmol) were processed as described in Example 18 to provide the title compound. 1H NMR (300 MHz, DMSO-d6) δ 2.97 (m, 4H) 3.68 (m, 4H) 3.72 (s, 3H) 4.05 (s, 2H) 5.60 (m, 1H) 6.60 (m, 1H), 6.89 (m, 2H) 7.08 (ddd, J=21.36, 7.80, 4.75 Hz, 1H) 7.52 (m, 2H) 8.07 (m, 2H) (ESI) m/z 323 (M+H)+.